Dataset: the Open Reaction Database (ORD), a public repository of structured organic reaction records. Task: describe an organic reaction: reactants, conditions, products, and yield Procedure: Into a 5 liter 3-neck round bottom flask is charged 2960 ml of deionized (DI) water. The water is heated with a heating mantle to 85°-87° C. while being stirred with a mechanical stirrer. While this is being done, 416 g of acrylic acid (AA) and 104 g of 2-hydroxyethyl methacrylate (HEMA) are charged into a one-liter graduated separatory funnel. A 1 wt.% aqueous solution of ammonium persulfate (APS) is also prepared. When the temperature of the water levels off at 85°-87° C., 13 ml of the 1 wt.% ... Run at time 30 minute. Product: C(C=C)(=O)O.C(C(=C)C)(=O)OCCO (acrylic acid hydroxyethyl methacrylate). RXN SMILES: [C:1]([OH:5])(=[O:4])[CH:2]=[CH2:3].[C:6]([O:11][CH2:12][CH2:13][OH:14])(=[O:10])[C:7]([CH3:9])=[CH2:8].S(OOS([O-])(=O)=O)([O-])(=O)=O.[NH4+].[NH4+].C(OO)(C)(C)C.C=O.S([O-])[O-].[Na+].[Na+].[OH-].[Na+]>O>[C:1]([OH:5])(=[O:4])[CH:2]=[CH2:3].[C:6]([O:11][CH2:12][CH2:13][OH:14])(=[O:10])[C:7]([CH3:9])=[CH2:8] |f:2.3.4,6.7.8.9,10.11,13.14|. Solvent: O (DI water), O (water), O (water), O (water), O (DI water). Starting materials: C=O.S([O-])[O-].[Na+].[Na+] (sodium sulfoxylate formaldehyde), S(=O)(=O)([O-])OOS(=O)(=O)[O-].[NH4+].[NH4+] (APS), S(=O)(=O)([O-])OOS(=O)(=O)[O-].[NH4+].[NH4+] (APS), [OH-].[Na+] (sodium hydroxide), C(C=C)(=O)O (acrylic acid), C(C(=C)C)(=O)OCCO (2-hydroxyethyl methacrylate), S(=O)(=O)([O-])OOS(=O)(=O)[O-].[NH4+].[NH4+] (ammonium persulfate), C(C)(C)(C)OO (tertiary butyl hydroperoxide). Reactants: BrC(=CC=1OC=CC1)[N+](=O)[O-] (2-(2-Bromo-2-nitroethenyl)furan), C(C1=CC=CO1)=O (furfural), BrC[N+](=O)[O-] (bromonitromethane), primary amine, primary amine, C([O-])([O-])=O.[Na+].[Na+] (sodium carbonate). Solvent: O (water). Yields the product BrC(C(O)C=1OC=CC1)[N+](=O)[O-] (2-Bromo-1-(2-furyl)-2-nitroethanol). RXN SMILES: [Br:1][C:2]([N+:9]([O-:11])=[O:10])=[CH:3][C:4]1[O:5][CH:6]=[CH:7][CH:8]=1.C(=O)C1[O:17]C=CC=1.BrC[N+]([O-])=O.C(=O)([O-])[O-].[Na+].[Na+]>O>[Br:1][CH:2]([N+:9]([O-:11])=[O:10])[CH:3]([C:4]1[O:5][CH:6]=[CH:7][CH:8]=1)[OH:17] |f:3.4.5|. Procedure: The use of 2-(2-Bromo-2-nitroethenyl)furan as an antimicrobial with a broad spectrum of uses in water treatment, pulp and paper manufacturing, metal working fluids and various non-oxidizing biocide applications has been described. One process for producing BNEF comprises the reaction of furfural with bromonitromethane using a primary amine or primary amine salt and sodium carbonate as the catalytic agent at 10 mol% to produce an intermediate 2-Bromo-1-(2-furyl)-2-nitroethanol, which is dehydrate... The reactants are C(#N)C=1C=C(C=2CCCCC2C1)C(=O)N(C[C@@H](CC=C)C1=CC=C(C=C1)F)CC (3-cyano-N-ethyl-N-[(2S)-2-(4-fluorophenyl)pent-4-en-1-yl]-5,6,7,8-tetrahydronaphthalene-1-carboxamide), ClC=1C=C(C(=O)N(C)C[C@@H](CC=C)C2=CC=C(C=C2)F)C=C(C1)Cl (3,5-dichloro-N-[(2S)-2-(4-fluorophenyl)pent-4-en-1-yl]-N-methylbenzamide). Yields the product C(#N)C=1C=C(C=2CCCCC2C1)C(=O)N(C[C@@H](CC=O)C1=CC=C(C=C1)F)CC (3-Cyano-N-ethyl-N-[(2S)-2-(4-fluorophenyl)-4-oxobutyl]-5,6,7,8-tetrahydronaphthalene-1-carboxamide). As a reaction SMILES: [C:1]([C:3]1[CH:4]=[C:5]([C:13]([N:15]([CH2:28][CH3:29])[CH2:16][C@H:17]([C:21]2[CH:26]=[CH:25][C:24]([F:27])=[CH:23][CH:22]=2)[CH2:18][CH:19]=C)=[O:14])[C:6]2[CH2:7][CH2:8][CH2:9][CH2:10][C:11]=2[CH:12]=1)#[N:2].ClC1C=C(C=C(Cl)C=1)C(N(C[C@H](C1C=CC(F)=CC=1)CC=C)C)=[O:35]>>[C:1]([C:3]1[CH:4]=[C:5]([C:13]([N:15]([CH2:28][CH3:29])[CH2:16][C@H:17]([C:21]2[CH:26]=[CH:25][C:24]([F:27])=[CH:23][CH:22]=2)[CH2:18][CH:19]=[O:35])=[O:14])[C:6]2[CH2:7][CH2:8][CH2:9][CH2:10][C:11]=2[CH:12]=1)#[N:2]. Procedure details: The compound was synthesized in an analogous way to that of Method 21b but using 3-cyano-N-ethyl-N-[(2S)-2-(4-fluorophenyl)pent-4-en-1-yl]-5,6,7,8-tetrahydronaphthalene-1-carboxamide rather than 3,5-dichloro-N-[(2S)-2-(4-fluorophenyl)pent-4-en-1-yl]-N-methylbenzamide (yield, 70%). 1H NMR (500 MHz, CDCl3): 0.9-4.2 (cm, 18H), 5.9 (s, <1H), 6.9-7.5 (cm, 6H), 8.0 (s, <1H), 9.7 (m, 1H). LCMS: m/z 393 (M+1)+. Reported procedure: To a solution of 3-{8-(cyclopentylamino)-3-[2-(cyclopentylamino)-4-pyrimidinyl]imidazo[1,2-α]pyridin-2-yl}phenol (12 mg, 0.03 mmol) in N,N-dimethylformamide was added cesium carbonate (11 mg, 0.04 mmol) followed by allyl bromide (0.1 mL, 1.15 mmol). The resulting mixture was stirred at room temperature for 5 hours. Ether was added followed by water. The organic layer was washed with brine. The aqueous layer was extracted with ether and the combined organics were dried over magnesium sulfate. Fil... Run at time 5 hour. The yield is 67.4%. Yields the product C(C=C)OC=1C=C(C=CC1)C=1N=C2N(C=CC=C2NC2CCCC2)C1C1=NC(=NC=C1)NC1CCCC1 (2-[3-(allyloxy)phenyl]-N-cyclopentyl-3-[2-(cyclopentylamino)-4-pyrimidinyl]imidazo[1,2-α]pyridin-8-amine). Reaction SMILES: [CH:1]1([NH:6][C:7]2[C:8]3[N:9]([C:13]([C:23]4[CH:28]=[CH:27][N:26]=[C:25]([NH:29][CH:30]5[CH2:34][CH2:33][CH2:32][CH2:31]5)[N:24]=4)=[C:14]([C:16]4[CH:17]=[C:18]([OH:22])[CH:19]=[CH:20][CH:21]=4)[N:15]=3)[CH:10]=[CH:11][CH:12]=2)[CH2:5][CH2:4][CH2:3][CH2:2]1.C(=O)([O-])[O-].[Cs+].[Cs+].[CH2:41](Br)[CH:42]=[CH2:43].CCOCC>CN(C)C=O.O>[CH2:43]([O:22][C:18]1[CH:17]=[C:16]([C:14]2[N:15]=[C:8]3[C:7]([NH:6][CH:1]4[CH2:5][CH2:4][CH2:3][CH2:2]4)=[CH:12][CH:11]=[CH:10][N:9]3[C:13]=2[C:23]2[CH:28]=[CH:27][N:26]=[C:25]([NH:29][CH:30]3[CH2:34][CH2:33][CH2:32][CH2:31]3)[N:24]=2)[CH:21]=[CH:20][CH:19]=1)[CH:42]=[CH2:41] |f:1.2.3|. The reactants are C1(CCCC1)NC=1C=2N(C=CC1)C(=C(N2)C=2C=C(C=CC2)O)C2=NC(=NC=C2)NC2CCCC2 (3-{8-(cyclopentylamino)-3-[2-(cyclopentylamino)-4-pyrimidinyl]imidazo[1,2-α]pyridin-2-yl}phenol), C([O-])([O-])=O.[Cs+].[Cs+] (cesium carbonate), CCOCC (Ether), C(C=C)Br (allyl bromide). The solvent is CN(C=O)C (N,N-dimethylformamide), O (water). Starting materials: C[Mg]Br (methylmagnesium bromide), FC1=CC=C(C=C1)[C@@H](CCCCCC(=O)OC)C1=C(C(=C(C(=C1OC)C)C)C=O)C (methyl (R)-7-(4-fluorophenyl)-7-(3-formyl-6-methoxy-2,4,5-trimethylphenyl)heptanoate), S(=O)(=O)(O)[O-].[K+] (potassium hydrogensulfate). Solvent: O1CCCC1 (tetrahydrofuran), O1CCCC1 (tetrahydrofuran), O1CCCC1 (tetrahydrofuran). Conditions: time 30 minute. Yields the product FC1=CC=C(C=C1)[C@@H](CCCCCC(=O)OC)C1=C(C(=C(C(=C1OC)C)C)C(C)O)C (methyl (R)-7-(4-fluorophenyl)-7-[3-(1-hydroxyethyl)-6-methoxy-2,4,5-trimethylphenyl]heptanoate). As a reaction SMILES: [CH3:1][Mg]Br.[F:4][C:5]1[CH:10]=[CH:9][C:8]([C@H:11]([C:21]2[C:26]([O:27][CH3:28])=[C:25]([CH3:29])[C:24]([CH3:30])=[C:23]([CH:31]=[O:32])[C:22]=2[CH3:33])[CH2:12][CH2:13][CH2:14][CH2:15][CH2:16][C:17]([O:19][CH3:20])=[O:18])=[CH:7][CH:6]=1.S([O-])(O)(=O)=O.[K+]>O1CCCC1>[F:4][C:5]1[CH:6]=[CH:7][C:8]([C@H:11]([C:21]2[C:26]([O:27][CH3:28])=[C:25]([CH3:29])[C:24]([CH3:30])=[C:23]([CH:31]([OH:32])[CH3:1])[C:22]=2[CH3:33])[CH2:12][CH2:13][CH2:14][CH2:15][CH2:16][C:17]([O:19][CH3:20])=[O:18])=[CH:9][CH:10]=1 |f:2.3|. Procedure details: To a solution of methylmagnesium bromide in tetrahydrofuran (1M, 54.3 ml) was added anhydrous tetrahydrofuran (90 ml). To the solution was added dropwise a solution of methyl (R)-7-(4-fluorophenyl)-7-(3-formyl-6-methoxy-2,4,5-trimethylphenyl)heptanoate (4.5 g, 10.9 mmol) in tetrahydrofuran (20 ml) at -78° C., followed by stirring for 30 minutes at the same temperature. To the reaction mixture, an aqueous solution of potassium hydrogensulfate, followed by subjected to extraction with ethyl acetat... Starting materials: BrCc1cccc(Br)c1, C1CCOC1, Cc1ccoc1C. The product is Cc1cc(Cc2cccc(Br)c2)oc1C. RXN SMILES: [Br:8][c:9]1[cH:10][c:11]([CH2:12][Br:13])[cH:14][cH:15][cH:16]1.[CH2:17]1[O:18][CH2:19][CH2:20][CH2:21]1.[CH3:1][c:2]1[o:3][cH:4][cH:5][c:6]1[CH3:7]>>[CH3:1][c:2]1[o:3][c:4]([CH2:12][c:11]2[cH:10][c:9]([Br:8])[cH:16][cH:15][cH:14]2)[cH:5][c:6]1[CH3:7]. Starting materials: CC(=O)O, CCO, Cc1cc2c(cc1[N+](=O)[O-])CCC2, O. Yields the product Cc1cc2c(cc1N)CCC2. RXN SMILES: [C:1]([OH:2])(=[O:3])[CH3:4].[CH3:19][CH2:20][OH:21].[CH3:6][c:7]1[cH:8][c:9]2[c:13]([cH:14][c:15]1[N+:16]([O-:17])=[O:18])[CH2:12][CH2:11][CH2:10]2.[OH2:5]>>[CH3:6][c:7]1[cH:8][c:9]2[c:13]([cH:14][c:15]1[NH2:16])[CH2:12][CH2:11][CH2:10]2.